Dataset: the Open Reaction Database (ORD), a public repository of structured organic reaction records. Task: describe an organic reaction: reactants, conditions, products, and yield Starting materials: P(O)(O)(O)=O (orthophosphoric acid), [H][H] (hydrogen), ClC1=CC=C(C=C1)C1=CC=C(C=C1)C(CCC(=O)O)=O (4-(4'-chloro-4-biphenylyl)-4-oxo-butyric acid). The reagents and catalysts are [Pd] (palladium/barium sulfate). Run in C(C)(=O)O (acetic acid), C(C)(=O)OCC (ethyl acetate). Yields the product ClC1=CC=C(C=C1)C1=CC=C(C=C1)CCCC(=O)O (4-(4'-Chloro-4-biphenylyl)-butyric acid). As a reaction SMILES: [Cl:1][C:2]1[CH:7]=[CH:6][C:5]([C:8]2[CH:13]=[CH:12][C:11]([C:14](=O)[CH2:15][CH2:16][C:17]([OH:19])=[O:18])=[CH:10][CH:9]=2)=[CH:4][CH:3]=1.P(=O)(O)(O)O.[H][H]>C(O)(=O)C.C(OCC)(=O)C.[Pd]>[Cl:1][C:2]1[CH:3]=[CH:4][C:5]([C:8]2[CH:13]=[CH:12][C:11]([CH2:14][CH2:15][CH2:16][C:17]([OH:19])=[O:18])=[CH:10][CH:9]=2)=[CH:6][CH:7]=1. Procedure: A solution of 12.3 gm (42.7 millimols) of 4-(4'-chloro-4-biphenylyl)-4-oxo-butyric acid in 150 ml of acetic acid was admixed with 4 ml of orthophosphoric acid of 89% and hydrogenated in the presence of 4 gm of palladium/barium sulfate (5%) at a hydrogen pressure of 5 atmospheres and at room temperature. The catalyst was vacuum-filtered off, and the solvent was evaporated. The residue was dissolved in ether, the organic phase was washed with water and evaporated to dryness. The free acid thus obt... The reactants are NC1=NC2=CC=CC=C2C(N1C1=CC(=CC=C1)OC(C)C)=O (2-amino-3-(3-isopropoxy-phenyl)-3H-quinazolin-4-one), [H-].[Na+] (NaH), BrC1=CC=C(C=C1)N=C=O (4-bromo phenyl isocyanate). Run in CN(C)C=O (DMF). Reaction conditions: time 30 minute. Product: BrC1=CC=C(C=C1)NC(=O)NC1=NC2=CC=CC=C2C(N1C1=CC(=CC=C1)OC(C)C)=O (1-(4-Bromo-phenyl)-3-[3-(3-isopropoxy-phenyl)-4-oxo-3,4-dihydro-quinazolin-2-yl]-urea). Isolated yield 14.2%. As a reaction SMILES: [NH2:1][C:2]1[N:11]([C:12]2[CH:17]=[CH:16][CH:15]=[C:14]([O:18][CH:19]([CH3:21])[CH3:20])[CH:13]=2)[C:10](=[O:22])[C:9]2[C:4](=[CH:5][CH:6]=[CH:7][CH:8]=2)[N:3]=1.[H-].[Na+].[Br:25][C:26]1[CH:31]=[CH:30][C:29]([N:32]=[C:33]=[O:34])=[CH:28][CH:27]=1>CN(C=O)C>[Br:25][C:26]1[CH:31]=[CH:30][C:29]([NH:32][C:33]([NH:1][C:2]2[N:11]([C:12]3[CH:17]=[CH:16][CH:15]=[C:14]([O:18][CH:19]([CH3:20])[CH3:21])[CH:13]=3)[C:10](=[O:22])[C:9]3[C:4](=[CH:5][CH:6]=[CH:7][CH:8]=3)[N:3]=2)=[O:34])=[CH:28][CH:27]=1 |f:1.2|. Procedure: To a solution of 2-amino-3-(3-isopropoxy-phenyl)-3H-quinazolin-4-one (295 mg, 1.0 mmol) in anhydrous DMF (10 mL) was added 50% NaH (48 mg, 1 mmol) at room temperature and stirred for 30 minutes. To this mixture was added, 4-bromo phenyl isocyanate and stirred for 2 hours at room temperature. The reaction mixture was quenched with water and concentrated. It was then diluted with ethyl acetate and filtered. The filtrate was concentrated and chromatographed using 100% CH3Cl to isolate pure product ... The reactants are C(C)(C)S(=O)(=O)C1=C(C=C(C=C1)[N+](=O)[O-])C1N(CCC1C(=O)OC)C(=O)OC(C)(C)C (1-tert-Butyl 3-methyl 2-(2-(isopropylsulfonyl)-5-nitrophenyl)pyrrolidine-1,3-dicarboxylate). The reagents and catalysts are [Pd] (palladium on carbon). Solvent: CO (methanol). Reaction conditions: time 8 hour. The product is NC=1C=CC(=C(C1)C1N(CCC1C(=O)OC)C(=O)OC(C)(C)C)S(=O)(=O)C(C)C (1-tert-Butyl 3-methyl 2-(5-amino-2-(isopropylsulfonyl)phenyl)pyrrolidine-1,3-dicarboxylate). As a reaction SMILES: [CH:1]([S:4]([C:7]1[CH:12]=[CH:11][C:10]([N+:13]([O-])=O)=[CH:9][C:8]=1[CH:16]1[CH:20]([C:21]([O:23][CH3:24])=[O:22])[CH2:19][CH2:18][N:17]1[C:25]([O:27][C:28]([CH3:31])([CH3:30])[CH3:29])=[O:26])(=[O:6])=[O:5])([CH3:3])[CH3:2]>[Pd].CO>[NH2:13][C:10]1[CH:11]=[CH:12][C:7]([S:4]([CH:1]([CH3:3])[CH3:2])(=[O:6])=[O:5])=[C:8]([CH:16]2[CH:20]([C:21]([O:23][CH3:24])=[O:22])[CH2:19][CH2:18][N:17]2[C:25]([O:27][C:28]([CH3:29])([CH3:30])[CH3:31])=[O:26])[CH:9]=1. Procedure details: To palladium on carbon (0.5 g) was added 20E in methanol (50 mL) carefully under a stream of nitrogen. The vessel was flushed and degassed with nitrogen gas (3×) and a balloon containing hydrogen gas was introduced. The reaction was stirred at rt overnight. The catalyst was filtered through celite and washed with methanol several times. The filtrate and the combined washings were evaporated and dried to give 2.0 g of crude 20F. The reactants are CC(C)(C1=CC=CC=C1)C=1C(=NC=CC1)C=O (3-(1-methyl-1-phenyl-ethyl)-pyridine-2-carbaldehyde), C(C)(C)(C)OC(=O)N1CCC(CC1)NCC1=NC=C(C=C1C)Cl (4-[(5-chloro-3-methyl-pyridin-2-ylmethyl)-amino]-piperidine-1-carboxylic acid tert-butyl ester), [BH-](OC(=O)C)(OC(=O)C)OC(=O)C.[Na+] (NaBH(OAc)3). Run in C(Cl)Cl (CH2Cl2). The product is C(C)(C)(C)OC(=O)N1CCC(CC1)N(CC1=NC=CC=C1C(C)(C1=CC=CC=C1)C)CC1=NC=C(C=C1C)Cl (4-{(5-Chloro-3-methyl-pyridin-2-ylmethyl)-[3-(1-methyl-1-phenyl-ethyl)-pyridin-2-ylmethyl]-amino}-piperidine-1-carboxylic acid tert-butyl ester). As a reaction SMILES: [CH3:1][C:2]([C:10]1[C:11]([CH:16]=O)=[N:12][CH:13]=[CH:14][CH:15]=1)([C:4]1[CH:9]=[CH:8][CH:7]=[CH:6][CH:5]=1)[CH3:3].[C:18]([O:22][C:23]([N:25]1[CH2:30][CH2:29][CH:28]([NH:31][CH2:32][C:33]2[C:38]([CH3:39])=[CH:37][C:36]([Cl:40])=[CH:35][N:34]=2)[CH2:27][CH2:26]1)=[O:24])([CH3:21])([CH3:20])[CH3:19].[BH-](OC(C)=O)(OC(C)=O)OC(C)=O.[Na+]>C(Cl)Cl>[C:18]([O:22][C:23]([N:25]1[CH2:26][CH2:27][CH:28]([N:31]([CH2:32][C:33]2[C:38]([CH3:39])=[CH:37][C:36]([Cl:40])=[CH:35][N:34]=2)[CH2:16][C:11]2[C:10]([C:2]([CH3:1])([C:4]3[CH:5]=[CH:6][CH:7]=[CH:8][CH:9]=3)[CH3:3])=[CH:15][CH:14]=[CH:13][N:12]=2)[CH2:29][CH2:30]1)=[O:24])([CH3:21])([CH3:20])[CH3:19] |f:2.3|. Procedure: Using General Procedure B, reaction of 3-(1-methyl-1-phenyl-ethyl)-pyridine-2-carbaldehyde, 4-[(5-chloro-3-methyl-pyridin-2-ylmethyl)-amino]-piperidine-1-carboxylic acid tert-butyl ester and NaBH(OAc)3 in CH2Cl2 gave 4-{(5-Chloro-3-methyl-pyridin-2-ylmethyl)-[3-(1-methyl-1-phenyl-ethyl)-pyridin-2-ylmethyl]-amino}-piperidine-1-carboxylic acid tert-butyl ester as a white solid. 1H NMR (CDCl3): δ 1.13 (q, 2H, J=11.1 Hz), 1.44 (s, 9H), 1.50 (br, 2H), 1.62 (s, 6H), 2.28 (s, 3H), 2.43 (m, 3H), 3.34 (s... The reactants are BrCC(=O)C1=CC(=C(C=C1)Cl)S(N)(=O)=O (2-bromo-4'-chloro-3'-sulfamoylacetophenone), C(C=C)NC(=S)NC(C)C (1-allyl-3-isopropylthiourea). Yields the product Br.C(C=C)N1C(SCC1(O)C1=CC(=C(C=C1)Cl)S(N)(=O)=O)=NC(C)C (3-Allyl-4-(4-chloro-3-sulfamoylphenyl)-2-isopropylimino-1,3-thiazolidine-4-ol-hydrobromide). RXN SMILES: [Br:1][CH2:2][C:3]([C:5]1[CH:10]=[CH:9][C:8]([Cl:11])=[C:7]([S:12](=[O:15])(=[O:14])[NH2:13])[CH:6]=1)=[O:4].[CH2:16]([NH:19][C:20]([NH:22][CH:23]([CH3:25])[CH3:24])=[S:21])[CH:17]=[CH2:18]>>[BrH:1].[CH2:16]([N:19]1[C:3]([C:5]2[CH:10]=[CH:9][C:8]([Cl:11])=[C:7]([S:12](=[O:15])(=[O:14])[NH2:13])[CH:6]=2)([OH:4])[CH2:2][S:21][C:20]1=[N:22][CH:23]([CH3:25])[CH3:24])[CH:17]=[CH2:18] |f:2.3|. Procedure details: 6.2 g of 2-bromo-4'-chloro-3'-sulfamoylacetophenone and 3.16 g of 1-allyl-3-isopropylthiourea were reacted according to the prescription given in Example 23 and the colorless crystalline end product was filtered off. Starting materials: CC[N+](CC)(CC)Cc1ccccc1, [Cl-], Cc1cccc(C)c1N(CCl)C(=O)CCl, Clc1nc[nH]c1Cl, ClCCl, [Na+], [OH-], O. Product: Cc1cccc(C)c1N(Cn1cnc(Cl)c1Cl)C(=O)CCl. RXN SMILES: [CH2:27]([N+:28]([CH2:29][CH3:30])([CH2:31][CH3:32])[CH2:33][c:34]1[cH:35][cH:36][cH:37][cH:38][cH:39]1)[CH3:40].[Cl-:26].[Cl:11][CH2:12][C:13](=[O:14])[N:15]([c:16]1[c:17]([CH3:23])[cH:18][cH:19][cH:20][c:21]1[CH3:22])[CH2:24][Cl:25].[Cl:1][c:2]1[n:3][cH:4][nH:5][c:6]1[Cl:7].[Cl:41][CH2:42][Cl:43].[Na+:9].[OH-:8].[OH2:10]>>[Cl:1][c:2]1[n:3]([CH2:24][N:15]([C:13]([CH2:12][Cl:11])=[O:14])[c:16]2[c:17]([CH3:23])[cH:18][cH:19][cH:20][c:21]2[CH3:22])[cH:4][n:5][c:6]1[Cl:7].